From a dataset of the Open Reaction Database (ORD), a public repository of structured organic reaction records. describe an organic reaction: reactants, conditions, products, and yield The reactants are C(CCCC)C1CCC(CC1)=O (4-pentylcyclohexanone), Cl (hydrochloric acid), [Mg] (magnesium), Grignard reagent, BrC1=CC(=CC(=C1)F)F (1-bromo-3,5-difluorobenzene). Solvent: C1CCOC1 (THF), C1CCOC1 (THF). Reaction conditions: time 30 minute. Product: OC1(CCC(CC1)CCCCC)C1=CC(=CC(=C1)F)F ((1-hydroxy-4-pentylcyclohexyl)-3,5-difluorobenzene). Yield: 110.0%. Reaction SMILES: [Mg].Br[C:3]1[CH:8]=[C:7]([F:9])[CH:6]=[C:5]([F:10])[CH:4]=1.[CH2:11]([CH:16]1[CH2:21][CH2:20][C:19](=[O:22])[CH2:18][CH2:17]1)[CH2:12][CH2:13][CH2:14][CH3:15].Cl>C1COCC1>[OH:22][C:19]1([C:3]2[CH:8]=[C:7]([F:9])[CH:6]=[C:5]([F:10])[CH:4]=2)[CH2:20][CH2:21][CH:16]([CH2:11][CH2:12][CH2:13][CH2:14][CH3:15])[CH2:17][CH2:18]1. Procedure details: To a mixture of magnesium (600 mmol) and 1,300 ml of THF was added dropwise 1-bromo-3,5-difluorobenzene (500 mmol) at room temperature, and stirred at the same temperature for 30 min to prepare a Grignard reagent. To this solution was added dropwise a mixture of 4-pentylcyclohexanone (600 mmol) and 200 ml of THF, and stirred at the same temperature overnight. After 600 ml of 1N hydrochloric acid was added and stirred for 30 min, the reaction solution was extracted twice with diethyl ether and dr... Starting materials: C1=CCC(CC1)C1N(C=C(C(=O)OC)C(C1)=O)C1=CC=C(C=C1)O (methyl 6-(cyclohexen-4-yl)-1-(4-hydroxyphenyl)-4-oxo-1,4,5,6-tetrahydronicotinate), ClC=1C(C(=C(C(C1Cl)=O)Cl)Cl)=O (2,3,5,6-tetrachloro-p-benzoquinone). The solvent is O1CCOCC1 (dioxane), O1CCOCC1 (dioxane). Run at temperature 80 celsius. Yields the product C1=CCC(CC1)C=1N(C=C(C(=O)OC)C(C1)=O)C1=CC=C(C=C1)O (methyl 6-(cyclohexene-4-yl)-1-(4-hydroxyphenyl)-4-oxo-1,4-dihydronicotinate). Yield: 70.4%. As a reaction SMILES: [CH:1]1[CH2:6][CH2:5][CH:4]([CH:7]2[CH2:16][C:15](=[O:17])[C:10]([C:11]([O:13][CH3:14])=[O:12])=[CH:9][N:8]2[C:18]2[CH:23]=[CH:22][C:21]([OH:24])=[CH:20][CH:19]=2)[CH2:3][CH:2]=1.ClC1C(=O)C(Cl)=C(Cl)C(=O)C=1Cl>O1CCOCC1>[CH:1]1[CH2:6][CH2:5][CH:4]([C:7]2[N:8]([C:18]3[CH:23]=[CH:22][C:21]([OH:24])=[CH:20][CH:19]=3)[CH:9]=[C:10]([C:15](=[O:17])[CH:16]=2)[C:11]([O:13][CH3:14])=[O:12])[CH2:3][CH:2]=1. Procedure details: In 20 ml of dioxane was dissolved 1.0 g of methyl 6-(cyclohexen-4-yl)-1-(4-hydroxyphenyl)-4-oxo-1,4,5,6-tetrahydronicotinate, and the resulting solution was heated to 80° C. To this solution was added dropwise a solution of 0.83 g of 2,3,5,6-tetrachloro-p-benzoquinone in 20 ml of dioxane at 80° C., followed by reaction at the same temperature for 1 hour. After completion of this reaction, the reaction mixture was cooled to room temperature, and the precipitated crystals were collected by filtrat... Reactants: CC(=O)NC1=CC(=C(C=C1)F)F (3,4-difluoroacetanilide), [N+](=O)([O-])[O-].[K+] (potassium nitrate), ice water. Solvent: S(O)(O)(=O)=O (sulfuric acid). Conditions: temperature 60 celsius, time 1 hour. Yields the product [N+](=O)([O-])C1=C(N)C=C(C(=C1)F)F (2-nitro-4,5-difluoroaniline). Isolated yield 62.1%. Reaction SMILES: CC([NH:4][C:5]1[CH:10]=[CH:9][C:8]([F:11])=[C:7]([F:12])[CH:6]=1)=O.[N+:13]([O-])([O-:15])=[O:14].[K+]>S(=O)(=O)(O)O>[N+:13]([C:10]1[CH:9]=[C:8]([F:11])[C:7]([F:12])=[CH:6][C:5]=1[NH2:4])([O-:15])=[O:14] |f:1.2|. Reported procedure: To a solution of 3,4-difluoroacetanilide (85.5 g) in sulfuric acid (850 ml) is added gradually with stirring potassium nitrate (55.5 g) at room temperature during which the temperature raises to 60° C. The mixture is stirred at 60° C. for one hour. The reaction mixture is poured into ice water, and the precipitated crystals are taken by filtration. The precipitates are dissolved in dichloromethane and washed with aqueous sodium hydrogen carbonate, water and aqueous sodium hydrogen carbonate, wat... The reactants are c1ccccc1[Mg]Cl (effective_coupling_partner), c1cnccc1OC(=O)N(CC)CC (substrate). Conditions: temperature 25 celsius, time 16 hour. The product is c1cnccc1c1ccccc1.